This data is from the Open Reaction Database (ORD), a public repository of structured organic reaction records. The task is: describe an organic reaction: reactants, conditions, products, and yield The reactants are NNC(=O)Oc1ccccc1, CCO, Cl, O=Cc1ccncc1. Yields the product Cl, O=C(NN=Cc1ccncc1)Oc1ccccc1. RXN SMILES: [C:10]([NH:11][NH2:12])(=[O:13])[O:14][c:15]1[cH:16][cH:17][cH:18][cH:19][cH:20]1.[CH3:21][CH2:22][OH:23].[ClH:9].[n:1]1[cH:2][cH:3][c:4]([CH:7]=[O:8])[cH:5][cH:6]1>>[ClH:9].[n:1]1[cH:2][cH:3][c:4]([CH:7]=[N:12][NH:11][C:10](=[O:13])[O:14][c:15]2[cH:16][cH:17][cH:18][cH:19][cH:20]2)[cH:5][cH:6]1. The reactants are CCOC(=O)C(C)C(C)=O, CC(=O)O, COc1ccccc1N, c1ccccc1. Yields the product CCOC(=O)C(C)=C(C)Nc1ccccc1OC. RXN SMILES: [C:14]([CH3:15])(=[O:16])[CH:17]([C:18](=[O:19])[O:20][CH2:21][CH3:22])[CH3:23].[CH3:10][C:11](=[O:12])[OH:13].[CH3:1][O:2][c:3]1[c:4]([NH2:5])[cH:6][cH:7][cH:8][cH:9]1.[cH:24]1[cH:25][cH:26][cH:27][cH:28][cH:29]1>>[CH3:1][O:2][c:3]1[c:4]([NH:5][C:14]([CH3:15])=[C:17]([C:18](=[O:19])[O:20][CH2:21][CH3:22])[CH3:23])[cH:6][cH:7][cH:8][cH:9]1. Reactants: ( 4 ), N (ammonia), N(=C=S)C1=CC(=C(C=C1)C=1C=NN(C1)C)OC (4-(4-isothiocyanato-2-methoxyphenyl)-1-methyl-1H-pyrazole). Reaction conditions: time 3 hour. Yields the product COC=1C=C(C=CC1C=1C=NN(C1)C)NC(=S)N (1-(3-methoxy-4-(1-methyl-1H-pyrazol-4-yl)phenyl)thiourea). Yield: 86.5%. RXN SMILES: [NH3:1].[N:2]([C:5]1[CH:10]=[CH:9][C:8]([C:11]2[CH:12]=[N:13][N:14]([CH3:16])[CH:15]=2)=[C:7]([O:17][CH3:18])[CH:6]=1)=[C:3]=[S:4]>>[CH3:18][O:17][C:7]1[CH:6]=[C:5]([NH:2][C:3]([NH2:1])=[S:4])[CH:10]=[CH:9][C:8]=1[C:11]1[CH:12]=[N:13][N:14]([CH3:16])[CH:15]=1. Procedure details: Step K (4): Methanolic ammonia (2.0 M, 20 mL, 40 mmol) was added to a flask charged with 4-(4-isothiocyanato-2-methoxyphenyl)-1-methyl-1H-pyrazole (1.46 g, 5.95 mmol). After 3 h, the reaction mixture was concentrated in vacuo. The solid was triturated with diethyl ether. The solid was collected by vacuum filtration and dried under high vacuum to afford 1-(3-methoxy-4-(1-methyl-1H-pyrazol-4-yl)phenyl)thiourea (1.35 g, 86% yield). LC-MS (M+H)+ 263.1. Starting materials: ClC1=C(C(=O)O)C=C(C(=C1)F)Cl (2,5-dichloro-4-fluorobenzoic acid). Solvent: C1CCOC1 (THF), C1CCOC1 (THF). Reaction conditions: time 14 hour. Product: ClC1=C(CO)C=C(C(=C1)F)Cl (2,5-Dichloro-4-fluorobenzyl alcohol). RXN SMILES: [Cl:1][C:2]1[CH:10]=[C:9]([F:11])[C:8]([Cl:12])=[CH:7][C:3]=1[C:4](O)=[O:5]>C1COCC1>[Cl:1][C:2]1[CH:10]=[C:9]([F:11])[C:8]([Cl:12])=[CH:7][C:3]=1[CH2:4][OH:5]. Procedure: A solution of 2,5-dichloro-4-fluorobenzoic acid (4.1 g, 19.6 mmol; prepared as described in the literature: Feit, P. W. et al, J. Med. Chem. 1972, Vol. 15, 79-83) in 100 mL THF was treated with 24.5 mL borane methylsulfide complex in THF (2M, 24.5 mL, 49 mmol) at 0-5° C. The mixture was allowed to come to RT, stirred for 14 h at RT and quenched by adding saturated NaHCO3 and 10 mL MeOH. The mixture was extracted with ethyl acetate, the organic layer was washed sequentially with 10% HCl and satur... Reactants: C(C)N1N=CC=2C1=NC(=C(C2NC2CCOCC2)CNC(=O)C2=CC(=CC=C2)C(=O)NCC=2C=C(C=CC2C)C2=CC(=CC=C2)C=O)CC (N-{[1,6-diethyl-4-(tetrahydro-2H-pyran-4-ylamino)-1H-pyrazolo[3,4-b]pyridin-5-yl]methyl}-N′-[(3′-formyl-4-methyl-3-biphenylyl)methyl]-1,3-benzenedicarboxamide), CC1NC(CNC1)C (2,6-dimethylpiperazine), CC(=O)O (AcOH), [BH-](OC(=O)C)(OC(=O)C)OC(=O)C.[Na+] (NaBH(OAc)3). The solvent is C(Cl)Cl (DCM). Conditions: time 8 hour. Product: C(C)N1N=CC=2C1=NC(=C(C2NC2CCOCC2)CNC(=O)C2=CC(=CC=C2)C(=O)NCC=2C=C(C=CC2C)C2=CC(=CC=C2)CN2C[C@H](N[C@H](C2)C)C)CC (N-{[1,6-diethyl-4-(tetrahydro-2H-pyran-4-ylamino)-1H-pyrazolo[3,4-b]pyridin-5-yl]methyl}-N′-[(3′-{[(3R,5S)-3,5-dimethyl-1-piperazinyl]methyl}-4-methyl-3-biphenylyl)methyl]-1,3-benzenedicarboxamide). The yield is 20.0%. Reaction SMILES: [CH2:1]([N:3]1[C:7]2=[N:8][C:9]([CH2:48][CH3:49])=[C:10]([CH2:19][NH:20][C:21]([C:23]3[CH:28]=[CH:27][CH:26]=[C:25]([C:29]([NH:31][CH2:32][C:33]4[CH:34]=[C:35]([C:40]5[CH:45]=[CH:44][CH:43]=[C:42]([CH:46]=O)[CH:41]=5)[CH:36]=[CH:37][C:38]=4[CH3:39])=[O:30])[CH:24]=3)=[O:22])[C:11]([NH:12][CH:13]3[CH2:18][CH2:17][O:16][CH2:15][CH2:14]3)=[C:6]2[CH:5]=[N:4]1)[CH3:2].[CH3:50][CH:51]1[CH2:56][NH:55][CH2:54][CH:53]([CH3:57])[NH:52]1.CC(O)=O.[BH-](OC(C)=O)(OC(C)=O)OC(C)=O.[Na+]>C(Cl)Cl>[CH2:1]([N:3]1[C:7]2=[N:8][C:9]([CH2:48][CH3:49])=[C:10]([CH2:19][NH:20][C:21]([C:23]3[CH:28]=[CH:27][CH:26]=[C:25]([C:29]([NH:31][CH2:32][C:33]4[CH:34]=[C:35]([C:40]5[CH:45]=[CH:44][CH:43]=[C:42]([CH2:46][N:55]6[CH2:54][C@H:53]([CH3:57])[NH:52][C@H:51]([CH3:50])[CH2:56]6)[CH:41]=5)[CH:36]=[CH:37][C:38]=4[CH3:39])=[O:30])[CH:24]=3)=[O:22])[C:11]([NH:12][CH:13]3[CH2:18][CH2:17][O:16][CH2:15][CH2:14]3)=[C:6]2[CH:5]=[N:4]1)[CH3:2] |f:3.4|. Procedure details: To a solution of N-{[1,6-diethyl-4-(tetrahydro-2H-pyran-4-ylamino)-1H-pyrazolo[3,4-b]pyridin-5-yl]methyl}-N′-[(3′-formyl-4-methyl-3-biphenylyl)methyl]-1,3-benzenedicarboxamide (100 mg, 0.15 mmol) in DCM (2 mL) was added 2,6-dimethylpiperazine (predominantly cis) (26 mg, 0.23 mmol), AcOH (0.01 mL, 0.18 mmol) followed by NaBH(OAc)3 (64.3 mg, 0.30 mmol). The reaction mixture was stirred at RT overnight. The reaction was quenched with saturated NaHCO3 and extracted with DCM twice. The combined organ... Reactants: ClC1=NNC2=CC=C(C=C12)C1OCCCO1 (3-Chloro-5-(1,3-dioxan-2-yl)-1H-indazole), CC(C)([O-])C.[Na+] (sodium tert-butoxide), C[Si](CCOCCl)(C)C (2-(trimethylsilyl)ethoxymethyl chloride). Run in C1CCOC1 (THF). Run at temperature 0 celsius, time 1 hour. Yields the product ClC1=NN(C2=CC=C(C=C12)C1OCCCO1)COCC[Si](C)(C)C (3-Chloro-5-(1,3-dioxan-2-yl)-1-{[2-(trimethylsilyl)ethoxy]methyl}-1H-indazole). RXN SMILES: [Cl:1][C:2]1[C:10]2[C:5](=[CH:6][CH:7]=[C:8]([CH:11]3[O:16][CH2:15][CH2:14][CH2:13][O:12]3)[CH:9]=2)[NH:4][N:3]=1.CC(C)([O-])C.[Na+].[CH3:23][Si:24]([CH3:31])([CH3:30])[CH2:25][CH2:26][O:27][CH2:28]Cl>C1COCC1>[Cl:1][C:2]1[C:10]2[C:5](=[CH:6][CH:7]=[C:8]([CH:11]3[O:16][CH2:15][CH2:14][CH2:13][O:12]3)[CH:9]=2)[N:4]([CH2:28][O:27][CH2:26][CH2:25][Si:24]([CH3:31])([CH3:30])[CH3:23])[N:3]=1 |f:1.2|. Reported procedure: To a solution of 2.7 g (11.3 mmol) 3-chloro-5-(1,3-dioxan-2-yl)-1H-indazole (Example 44A) in anhydrous THF (60 ml) were added 1.31 g (13.6 mmol) sodium tert-butoxide at room temperature. The solution was cooled to 0° C., and 2.26 g (13.6 mmol) 2-(trimethylsilyl)ethoxymethyl chloride were added at this temperature. The resulting mixture was stirred at 0° C. for 1 h and then concentrated under reduced pressure. The residue was dissolved in ethyl acetate and washed with water and with brine. The or...